From a dataset of the Open Reaction Database (ORD), a public repository of structured organic reaction records. describe an organic reaction: reactants, conditions, products, and yield Yields the product [Si](C)(C)(C(C)(C)C)OCC(CO)COC1=CC=C(C=C1)OC(F)(F)F (3-{[tert-butyl(dimethyl)silyl]oxy}-2-{[4-(trifluoromethoxy)phenoxy]methyl}-1-propanol). Procedure: A solution of iodine (825 mg, 3.25 mmol) in anhydrous THF (5 mL, then 2×3 mL to rinse) was added dropwise (over 70 min) to a stirred mixture of alkene 166 (5.21 g, 14.4 mmol) and powdered NaBH4 (257 mg, 6.79 mmol) in anhydrous THF (18 mL) at 0° C. under N2. After stirring at 0° C. for 3 h, and then at room temperature for 13 h, the mixture was again cooled to 0° C., treated with 30% H2O2 (6.8 mL) and 3N NaOH (6.8 mL), and then stirred at room temperature for 3 h. Water (160 mL) was then added, a... Solvent: C1CCOC1 (THF), O (Water), C1CCOC1 (THF). The reactants are C(C)(C)(C)[Si](OCC(=C)COC1=CC=C(C=C1)OC(F)(F)F)(C)C (tert-butyl(dimethyl)[(2-{[4-(trifluoromethoxy)phenoxy]methyl}-2-propenyl)oxy]silane), [BH4-].[Na+] (NaBH4), II (iodine), OO (H2O2), [OH-].[Na+] (NaOH). Reaction SMILES: II.[C:3]([Si:7]([CH3:26])([CH3:25])[O:8][CH2:9][C:10]([CH2:12][O:13][C:14]1[CH:19]=[CH:18][C:17]([O:20][C:21]([F:24])([F:23])[F:22])=[CH:16][CH:15]=1)=[CH2:11])([CH3:6])([CH3:5])[CH3:4].[BH4-].[Na+].[OH:29]O.[OH-].[Na+]>C1COCC1.O>[Si:7]([O:8][CH2:9][CH:10]([CH2:12][O:13][C:14]1[CH:15]=[CH:16][C:17]([O:20][C:21]([F:24])([F:22])[F:23])=[CH:18][CH:19]=1)[CH2:11][OH:29])([C:3]([CH3:4])([CH3:6])[CH3:5])([CH3:25])[CH3:26] |f:2.3,5.6|. Yield: 61.0%. Run at temperature 0 celsius, time 3 hour.